This data is from the Open Reaction Database (ORD), a public repository of structured organic reaction records. The task is: describe an organic reaction: reactants, conditions, products, and yield The reactants are ClC1=NC=C(C=C1)C#N (2-chloro-5-cyanopyridine), O1C(C(OCC1)O)O (1,4-dioxane-2,3-diol), C(=O)C=O (glyoxal). Product: ClC1=NC=C(C=C1)C1=NC=CC=C1 (2-chloro-5-(2-pyridyl)pyridine). The yield is 82.5%. Reaction SMILES: [Cl:1][C:2]1[CH:7]=[CH:6][C:5]([C:8]#[N:9])=[CH:4][N:3]=1.O1[CH2:15][CH2:14]OC(O)C1O.[CH:18]([CH:20]=O)=O>>[Cl:1][C:2]1[CH:7]=[CH:6][C:5]([C:8]2[CH:15]=[CH:14][CH:20]=[CH:18][N:9]=2)=[CH:4][N:3]=1. Procedure: The same synthesis procedures as in Example 1 were conducted except for using 2-chloro-5-cyanopyridine and 1,4-dioxane-2,3-diol in place of 4-cyanopyridine and a 40% glyoxal aqueous solution, respectively, and, after completion of the reaction, the organic layer was distilled under reduced pressure of 3.0 to 3.1 Torr to obtain a 150 to 152° C. fraction. Thus, there was obtained 151.0 g (yield: 82.5%) of the end product as pale yellow crystals. HPLC analysis revealed that purity of the product wa... Starting materials: CC(C)(C)O, CC=C(C)C, CCCCCC, COc1cccc(C(=O)c2ncc(C=O)c3cc(OC4CCCC4)c(OC)cc23)c1, [O-][Cl+][O-], [Na+], [Na+], O, O, O=P([O-])(O)O. The product is COc1cccc(C(=O)c2ncc(C(=O)O)c3cc(OC4CCCC4)c(OC)cc23)c1. Reaction SMILES: [C:47]([OH:48])([CH3:49])([CH3:50])[CH3:51].[CH3:38][C:39](=[CH:40][CH3:41])[CH3:42].[CH3:53][CH2:54][CH2:55][CH2:56][CH2:57][CH3:58].[CH:1]1([O:6][c:7]2[cH:8][c:9]3[c:10]([CH:29]=[O:30])[cH:11][n:12][c:13]([C:19]([c:20]4[cH:21][c:22]([O:26][CH3:27])[cH:23][cH:24][cH:25]4)=[O:28])[c:14]3[cH:15][c:16]2[O:17][CH3:18])[CH2:2][CH2:3][CH2:4][CH2:5]1.[Cl+:43]([O-:44])[O-:45].[Na+:37].[Na+:46].[OH2:31].[OH2:52].[P:32](=[O:33])([O-:34])([OH:35])[OH:36]>>[CH:1]1([O:6][c:7]2[cH:8][c:9]3[c:10]([C:29](=[O:30])[OH:33])[cH:11][n:12][c:13]([C:19]([c:20]4[cH:21][c:22]([O:26][CH3:27])[cH:23][cH:24][cH:25]4)=[O:28])[c:14]3[cH:15][c:16]2[O:17][CH3:18])[CH2:2][CH2:3][CH2:4][CH2:5]1. Reactants: COC(CCNC(=O)C=1SC(=CC1)C(CC)OC1=CC(=C(C(=C1)C)C1=CC=C(C=C1)C(F)(F)F)C)=O (3-({5-[1-(2,6-dimethyl-4′-trifluoromethyl-biphenyl-4-yloxy)-propyl]-thiophene-2-carbonyl}-amino)-propionic acid methyl ester), [OH-].[Na+] (NaOH), Cl (HCl). Solvent: CO (methanol). Reaction conditions: time 8 hour. Yields the product CC1=C(C(=CC(=C1)OC(CC)C1=CC=C(S1)C(=O)NCCC(=O)O)C)C1=CC=C(C=C1)C(F)(F)F (3-({5-[1-(2,6-Dimethyl-4′-trifluoromethyl-biphenyl-4-yloxy)-propyl]-thiophene-2-carbonyl}-amino)-propionic acid). Yield: 98.3%. RXN SMILES: C[O:2][C:3](=[O:36])[CH2:4][CH2:5][NH:6][C:7]([C:9]1[S:10][C:11]([CH:14]([O:17][C:18]2[CH:23]=[C:22]([CH3:24])[C:21]([C:25]3[CH:30]=[CH:29][C:28]([C:31]([F:34])([F:33])[F:32])=[CH:27][CH:26]=3)=[C:20]([CH3:35])[CH:19]=2)[CH2:15][CH3:16])=[CH:12][CH:13]=1)=[O:8].[OH-].[Na+].Cl>CO>[CH3:24][C:22]1[CH:23]=[C:18]([O:17][CH:14]([C:11]2[S:10][C:9]([C:7]([NH:6][CH2:5][CH2:4][C:3]([OH:36])=[O:2])=[O:8])=[CH:13][CH:12]=2)[CH2:15][CH3:16])[CH:19]=[C:20]([CH3:35])[C:21]=1[C:25]1[CH:30]=[CH:29][C:28]([C:31]([F:32])([F:33])[F:34])=[CH:27][CH:26]=1 |f:1.2|. Procedure details: A solution of 3-({5-[1-(2,6-dimethyl-4′-trifluoromethyl-biphenyl-4-yloxy)-propyl]-thiophene-2-carbonyl}-amino)-propionic acid methyl ester (chiral Isomer 1) (79.6 mg, 0.153 mmol) in methanol (1.54 mL) is treated with 5N NaOH (0.154 mL) and shaken at rt overnight. The reaction is neutralized with 1N HCl (0.158 mL), and extracted into ethyl acetate (2×). The combined organic layers are dried and concentrated, giving the title compound (76 mg). MS (ES): 506.4 [M+H]+. Starting materials: CN(C)CCO, CNc1ncnc2c1nc(I)n2-c1ccc(NC(=O)Nc2ccc(Cl)c(C(F)(F)F)c2)cc1. The product is CNc1ncnc2c1nc(OCCN(C)C)n2-c1ccc(NC(=O)Nc2ccc(Cl)c(C(F)(F)F)c2)cc1. RXN SMILES: [CH3:34][N:35]([CH3:36])[CH2:37][CH2:38][OH:39].[Cl:1][c:2]1[c:3]([C:30]([F:31])([F:32])[F:33])[cH:4][c:5]([NH:8][C:9](=[O:10])[NH:11][c:12]2[cH:13][cH:14][c:15](-[n:18]3[c:19]4[n:20][cH:21][n:22][c:23]([NH:28][CH3:29])[c:24]4[n:25][c:26]3[I:27])[cH:16][cH:17]2)[cH:6][cH:7]1>>[Cl:1][c:2]1[c:3]([C:30]([F:31])([F:32])[F:33])[cH:4][c:5]([NH:8][C:9](=[O:10])[NH:11][c:12]2[cH:13][cH:14][c:15](-[n:18]3[c:19]4[n:20][cH:21][n:22][c:23]([NH:28][CH3:29])[c:24]4[n:25][c:26]3[O:39][CH2:38][CH2:37][N:35]([CH3:34])[CH3:36])[cH:16][cH:17]2)[cH:6][cH:7]1.